Task: describe an organic reaction: reactants, conditions, products, and yield. Dataset: the Open Reaction Database (ORD), a public repository of structured organic reaction records The reactants are BrC1=CC(=C(C=C1)C1(CCC(CC1)CCC)O)F (1-(4-bromo-2-fluorophenyl)-4-propylcyclohexanol), CC=1C=CC(=CC1)S(=O)(=O)O (PTSA). The solvent is C1(=CC=CC=C1)C (toluene). Product: BrC1=CC(=C(C=C1)C=1CCC(CC1)CCC)F (4′-bromo-2′-fluoro-4-propyl-2,3,4,5-tetrahydro-1,1′-biphenyl). Isolated yield 99.0%. Reaction SMILES: [Br:1][C:2]1[CH:7]=[CH:6][C:5]([C:8]2(O)[CH2:13][CH2:12][CH:11]([CH2:14][CH2:15][CH3:16])[CH2:10][CH2:9]2)=[C:4]([F:18])[CH:3]=1.CC1C=CC(S(O)(=O)=O)=CC=1>C1(C)C=CC=CC=1>[Br:1][C:2]1[CH:7]=[CH:6][C:5]([C:8]2[CH2:13][CH2:12][CH:11]([CH2:14][CH2:15][CH3:16])[CH2:10][CH:9]=2)=[C:4]([F:18])[CH:3]=1. Reported procedure: A Dean-Stark condenser was attached, and a mixture of compound (68) (42.0 g, 133.2 mmol) and PTSA (0.42 g, 1 wt %) was refluxed in a toluene (300 mL) solvent for 3 hours. The reaction mixture was washed with a saturated aqueous solution of sodium hydrogencarbonate, water and saturated brine, and dried over magnesium sulfate. Toluene was distilled off by an evaporator, and thus 4′-bromo-2′-fluoro-4-propyl-2,3,4,5-tetrahydro-1,1′-biphenyl (69) (39.2 g, yield 99.0%) was obtained. The reactants are O=C1CCC(=O)N1Br, O=C(OOC(=O)c1ccccc1)c1ccccc1, ClC(Cl)(Cl)Cl, Cc1ccccc1C(C#N)=NOC(F)F. The product is N#CC(=NOC(F)F)c1ccccc1CBr. RXN SMILES: [Br:34][N:35]1[C:36](=[O:37])[CH2:38][CH2:39][C:40]1=[O:41].[C:16]([O:17][O:18][C:19](=[O:20])[c:21]1[cH:22][cH:23][cH:24][cH:25][cH:26]1)(=[O:27])[c:28]1[cH:29][cH:30][cH:31][cH:32][cH:33]1.[C:42]([Cl:43])([Cl:44])([Cl:45])[Cl:46].[F:1][CH:2]([O:3][N:4]=[C:5]([C:6]#[N:7])[c:8]1[c:9]([CH3:14])[cH:10][cH:11][cH:12][cH:13]1)[F:15]>>[F:1][CH:2]([O:3][N:4]=[C:5]([C:6]#[N:7])[c:8]1[c:9]([CH2:14][Br:34])[cH:10][cH:11][cH:12][cH:13]1)[F:15]. The reactants are ClC1=CC=C(C=C1)C1=CC=2C(NC=CC2O1)=O (2-(4-chlorophenyl)furo[3,2-c]pyridin-4(5H)-one), BrC=1C=CC2=C(N(C(=N2)C2C(C2)C(C)(C)O)C)C1 (2-((1RS,2SR)-2-(6-bromo-1-methyl-1H-benzimidazol-2-yl)cyclopropyl)propan-2-ol), CNCCNC (N,N′-dimethylethylenediamine), C([O-])([O-])=O.[K+].[K+] (potassium carbonate). The reagents and catalysts are [Cu]I (copper(I) iodide). Run in CS(=O)C (DMSO). Run at temperature 190 celsius. The product is ClC1=CC=C(C=C1)C1=CC=2C(N(C=CC2O1)C=1C=CC2=C(N(C(=N2)C2C(C2)C(C)(C)O)C)C1)=O (2-(4-Chlorophenyl)-5-(2-((1RS,2SR)-2-(2-hydroxypropan-2-yl)cyclopropyl)-1-methyl-1H-benzimidazol-6-yl)furo[3,2-c]pyridin-4(5H)-one). The yield is 19644.6%. As a reaction SMILES: [Cl:1][C:2]1[CH:7]=[CH:6][C:5]([C:8]2[O:16][C:15]3[CH:14]=[CH:13][NH:12][C:11](=[O:17])[C:10]=3[CH:9]=2)=[CH:4][CH:3]=1.Br[C:19]1[CH:20]=[CH:21][C:22]2[N:26]=[C:25]([CH:27]3[CH2:29][CH:28]3[C:30]([OH:33])([CH3:32])[CH3:31])[N:24]([CH3:34])[C:23]=2[CH:35]=1.CNCCNC.C(=O)([O-])[O-].[K+].[K+]>[Cu]I.CS(C)=O>[Cl:1][C:2]1[CH:3]=[CH:4][C:5]([C:8]2[O:16][C:15]3[CH:14]=[CH:13][N:12]([C:19]4[CH:20]=[CH:21][C:22]5[N:26]=[C:25]([CH:27]6[CH2:29][CH:28]6[C:30]([OH:33])([CH3:31])[CH3:32])[N:24]([CH3:34])[C:23]=5[CH:35]=4)[C:11](=[O:17])[C:10]=3[CH:9]=2)=[CH:6][CH:7]=1 |f:3.4.5|. Reported procedure: A mixture of 2-(4-chlorophenyl)furo[3,2-c]pyridin-4(5H)-one (100 mg), 2-((1RS,2SR)-2-(6-bromo-1-methyl-1H-benzimidazol-2-yl)cyclopropyl)propan-2-ol (151 mg), N,N′-dimethylethylenediamine (0.043 mL), copper(I) iodide (78.0 mg), potassium carbonate (169 mg) and DMSO (3.0 mL) was heated at 190° C. for 1 hr under microwave irradiation. The reaction mixture was purified by silica gel column chromatography (NH, ethyl acetate/hexane), and the obtained solid was washed with ethyl acetate to give the tit... The reactants are C1(=CC=CC=C1)C=[N+]=[N-] (phenyldiazomethane), ClC1=CC(=C(C=C1)C(C#CC(=O)OCC)O)[N+](=O)[O-] (ethyl 4-(4-chloro-2-nitrophenyl)-4-hydroxy-2-butynoate). The solvent is C1CCOC1 (THF), C1CCOC1 (THF). Run at time 18 hour. Yields the product C1(=CC=CC=C1)C1=NNC(=C1C(O)C1=C(C=C(C=C1)Cl)[N+](=O)[O-])C(=O)OCC (Ethyl 3-phenyl-4-[(4-chloro-2-nitrophenyl)(hydroxy)methyl]-1H-pyrazole-5-carboxylate). Yield: 29.1%. Reaction SMILES: [C:1]1([CH:7]=[N+:8]=[N-:9])[CH:6]=[CH:5][CH:4]=[CH:3][CH:2]=1.[Cl:10][C:11]1[CH:16]=[CH:15][C:14]([CH:17]([OH:25])[C:18]#[C:19][C:20]([O:22][CH2:23][CH3:24])=[O:21])=[C:13]([N+:26]([O-:28])=[O:27])[CH:12]=1>C1COCC1>[C:1]1([C:7]2[C:18]([CH:17]([C:14]3[CH:15]=[CH:16][C:11]([Cl:10])=[CH:12][C:13]=3[N+:26]([O-:28])=[O:27])[OH:25])=[C:19]([C:20]([O:22][CH2:23][CH3:24])=[O:21])[NH:9][N:8]=2)[CH:6]=[CH:5][CH:4]=[CH:3][CH:2]=1. Procedure details: A solution of freshly generated phenyldiazomethane (2.44 g, 20.7 mmol) in 10 mL of anhydrous THF was added to ethyl 4-(4-chloro-2-nitrophenyl)-4-hydroxy-2-butynoate (5.86 g, 20.7 mmol) in 10 mL THF and the mixture was stirred at room temperature for 18 hours. The reaction mixture was quenched with excess ethereal acetic acid and concentrated via rotary evaporation to an oil (12.24 g) which solidified on cooling. This was filtered to yield the title compound as a pale yellow solid (2.42 g). The f...